This data is from the Open Reaction Database (ORD), a public repository of structured organic reaction records. The task is: describe an organic reaction: reactants, conditions, products, and yield Starting materials: C=CCOP(=O)(OCC=C)C(=O)OC, N, C1CCOC1. Yields the product C=CCOP(=O)(OCC=C)C(N)=O. As a reaction SMILES: [CH3:2][O:3][C:4](=[O:5])[P:6]([O:7][CH2:8][CH:9]=[CH2:10])([O:11][CH2:12][CH:13]=[CH2:14])=[O:15].[NH3:1].[O:16]1[CH2:17][CH2:18][CH2:19][CH2:20]1>>[NH2:1][C:4](=[O:3])[P:6]([O:7][CH2:8][CH:9]=[CH2:10])([O:11][CH2:12][CH:13]=[CH2:14])=[O:15].